This data is from the Open Reaction Database (ORD), a public repository of structured organic reaction records. The task is: describe an organic reaction: reactants, conditions, products, and yield Starting materials: CCOC(=O)c1cnc(N)c2c(COc3cc(-c4cn(C)nn4)ccc3C)csc12, CS(C)=O, NCCO. Product: Cc1ccc(-c2cn(C)nn2)cc1OCc1csc2c(C(=O)NCCO)cnc(N)c12. Reaction SMILES: [CH2:1]([O:2][C:4](=[O:5])[c:6]1[c:7]2[c:8]([c:9]([NH2:12])[n:10][cH:11]1)[c:13]([CH2:16][O:17][c:18]1[c:19]([CH3:30])[cH:20][cH:21][c:22](-[c:24]3[n:25][n:26][n:27]([CH3:29])[cH:28]3)[cH:23]1)[cH:14][s:15]2)[CH3:3].[CH3:35][S:36]([CH3:37])=[O:38].[NH2:31][CH2:32][CH2:33][OH:34]>>[C:4](=[O:5])([c:6]1[c:7]2[c:8]([c:9]([NH2:12])[n:10][cH:11]1)[c:13]([CH2:16][O:17][c:18]1[c:19]([CH3:30])[cH:20][cH:21][c:22](-[c:24]3[n:25][n:26][n:27]([CH3:29])[cH:28]3)[cH:23]1)[cH:14][s:15]2)[NH:31][CH2:32][CH2:33][OH:34]. Starting materials: OCCOCCNCCN (N-[2-(2-Hydroxyethoxy)ethyl]ethylenediamine), C(CCCCCCCCCCC)(=O)OCC (ethyl dodecanoate). Yields the product OCCOCCN1C(=NCC1)CCCCCCCCCCC (1-[2-(2-Hydroxyethoxy)ethyl]-2-undecyl-2-imidazoline). The yield is 50.6%. Reaction SMILES: [OH:1][CH2:2][CH2:3][O:4][CH2:5][CH2:6][NH:7][CH2:8][CH2:9][NH2:10].[C:11](OCC)(=O)[CH2:12][CH2:13][CH2:14][CH2:15][CH2:16][CH2:17][CH2:18][CH2:19][CH2:20][CH2:21][CH3:22]>>[OH:1][CH2:2][CH2:3][O:4][CH2:5][CH2:6][N:7]1[CH2:8][CH2:9][N:10]=[C:22]1[CH2:21][CH2:20][CH2:19][CH2:18][CH2:17][CH2:16][CH2:15][CH2:14][CH2:13][CH2:12][CH3:11]. Procedure details: 13.7 g (92.6 mmoles) N-[2-(2-Hydroxyethoxy)ethyl]ethylenediamine and 19.6 g (86 mmoles) of ethyl dodecanoate were mixed and heated in a flask equipped with a Dean-Stark trap. After the separated ethanol and water were distilled off, the residue was kugelrohr distilled at 160°-170° C./0.1 mm to give 13.6 g (50.7%) of crude product. Recrystallization from ethyl acetate/hexane gave white crystalline material, m.p. 58°-60° C.